Task: describe an organic reaction: reactants, conditions, products, and yield. Dataset: the Open Reaction Database (ORD), a public repository of structured organic reaction records The reactants are C(CCC)C=1N(C(NN1)=O)CC1=CC=C(C=C1)C1=C(C=CC=C1)C1=NN=NN1C(C1=CC=CC=C1)(C1=CC=CC=C1)C1=CC=CC=C1 (5-n-Butyl-2,4-dihydro-4-[[2'-(N-trityltetrazol-5-yl)biphenyl-4-yl]methyl]-3H-1,2,4-triazol-3-one), N(=[N+]=[N-])CC1=CC=C(C=C1)C1=C(C=CC=C1)C1=NN=NN1C(C1=CC=CC=C1)(C1=CC=CC=C1)C1=CC=CC=C1 (5-[4'-(Azidomethyl)biphenyl-2-yl]-N-trityltetrazole). The product is C(C1=CC=CC=C1)(C1=CC=CC=C1)(C1=CC=CC=C1)N1N=NN=C1C1=C(C=CC=C1)C1=CC=C(C=C1)CN1N=C(N(C1=O)CC1=CC=C(C=C1)C1=C(C=CC=C1)C1=NN=NN1C(C1=CC=CC=C1)(C1=CC=CC=C1)C1=CC=CC=C1)CCCC (2,4-Bis[[2'-(N-trityltetrazol-5-yl)biphenyl-4-yl]methyl]-5-n-butyl-2,4-dihydro-3H-1,2,4-triazol-3-one). The yield is 96.0%. As a reaction SMILES: [CH2:1]([C:5]1[N:6]([CH2:11][C:12]2[CH:17]=[CH:16][C:15]([C:18]3[CH:23]=[CH:22][CH:21]=[CH:20][C:19]=3[C:24]3[N:28]([C:29]([C:42]4[CH:47]=[CH:46][CH:45]=[CH:44][CH:43]=4)([C:36]4[CH:41]=[CH:40][CH:39]=[CH:38][CH:37]=4)[C:30]4[CH:35]=[CH:34][CH:33]=[CH:32][CH:31]=4)[N:27]=[N:26][N:25]=3)=[CH:14][CH:13]=2)[C:7](=[O:10])[NH:8][N:9]=1)[CH2:2][CH2:3][CH3:4].N([CH2:51][C:52]1[CH:57]=[CH:56][C:55]([C:58]2[CH:63]=[CH:62][CH:61]=[CH:60][C:59]=2[C:64]2[N:68]([C:69]([C:82]3[CH:87]=[CH:86][CH:85]=[CH:84][CH:83]=3)([C:76]3[CH:81]=[CH:80][CH:79]=[CH:78][CH:77]=3)[C:70]3[CH:75]=[CH:74][CH:73]=[CH:72][CH:71]=3)[N:67]=[N:66][N:65]=2)=[CH:54][CH:53]=1)=[N+]=[N-]>>[C:69]([N:68]1[C:64]([C:59]2[CH:60]=[CH:61][CH:62]=[CH:63][C:58]=2[C:55]2[CH:54]=[CH:53][C:52]([CH2:51][N:8]3[C:7](=[O:10])[N:6]([CH2:11][C:12]4[CH:13]=[CH:14][C:15]([C:18]5[CH:23]=[CH:22][CH:21]=[CH:20][C:19]=5[C:24]5[N:28]([C:29]([C:36]6[CH:37]=[CH:38][CH:39]=[CH:40][CH:41]=6)([C:30]6[CH:31]=[CH:32][CH:33]=[CH:34][CH:35]=6)[C:42]6[CH:47]=[CH:46][CH:45]=[CH:44][CH:43]=6)[N:27]=[N:26][N:25]=5)=[CH:16][CH:17]=4)[C:5]([CH2:1][CH2:2][CH2:3][CH3:4])=[N:9]3)=[CH:57][CH:56]=2)=[N:65][N:66]=[N:67]1)([C:82]1[CH:87]=[CH:86][CH:85]=[CH:84][CH:83]=1)([C:70]1[CH:71]=[CH:72][CH:73]=[CH:74][CH:75]=1)[C:76]1[CH:81]=[CH:80][CH:79]=[CH:78][CH:77]=1. Procedure: The alkylation of 5-n-butyl-2,4-dihydro-4-[[2'-(N-trityltetrazol-5-yl)biphenyl-4-yl]methyl]-3H-1,2,4-triazol-3-one (from Example 2, Step D) with 5-[4'-(bromomethyl)-biphenyl-2-yl]-N-trityltetrazole (see Example 2, Step B) was carried out as described in Example 3, Step A, except that only 3 equivalents of the alkylating agent was used. After work-up, the residue was flash chromatographed over silica gel (25 mL for 0.162 mmole, gradient elution using 0.25-1.0% MeOH/CH2Cl2) to give the desired mat... The reactants are O1C(=CC=C1)B(O)O (2-furanboronic acid), BrC1=CC=C(C=C1)C1=CC(=NN1C1=CC=C(C=C1)S(=O)(=O)C)C(=O)OCC (Ethyl 5-(4-bromophenyl)-1-[4-(methylsulfonyl)phenyl]-1H-pyrazole-3-carboxylate), CS(=O)(=O)C1=CC=C(C=C1)N1N=C(C=C1C1=CC=C(C=C1)Br)C(F)(F)F (1-[4-(Methylsulfonyl)phenyl]-5-(4-bromophenyl)-3-trifluoromethyl-1H-pyrazole). The product is O1C(=CC=C1)C1=CC=C(C=C1)C1=CC(=NN1C1=CC=C(C=C1)S(=O)(=O)C)C(=O)OCC (Ethyl 5-[4-(2-furyl)phenyl]-1-[4-(methylsulfonyl)phenyl]-1H-pyrazole-3-carboxylate). As a reaction SMILES: [O:1]1[CH:5]=[CH:4][CH:3]=[C:2]1B(O)O.Br[C:10]1[CH:15]=[CH:14][C:13]([C:16]2[N:20]([C:21]3[CH:26]=[CH:25][C:24]([S:27]([CH3:30])(=[O:29])=[O:28])=[CH:23][CH:22]=3)[N:19]=[C:18]([C:31]([O:33][CH2:34][CH3:35])=[O:32])[CH:17]=2)=[CH:12][CH:11]=1.CS(C1C=CC(N2C(C3C=CC(Br)=CC=3)=CC(C(F)(F)F)=N2)=CC=1)(=O)=O>>[O:1]1[CH:5]=[CH:4][CH:3]=[C:2]1[C:10]1[CH:15]=[CH:14][C:13]([C:16]2[N:20]([C:21]3[CH:26]=[CH:25][C:24]([S:27]([CH3:30])(=[O:29])=[O:28])=[CH:23][CH:22]=3)[N:19]=[C:18]([C:31]([O:33][CH2:34][CH3:35])=[O:32])[CH:17]=2)=[CH:12][CH:11]=1. Procedure: The title compound was prepared according to the procedure of Example 1 using 2-furanboronic acid instead of 2-thiophenboronic acid and Ethyl 5-(4-bromophenyl)-1-[4-(methylsulfonyl)phenyl]-1H-pyrazole-3-carboxylate prepared according to the procedure of EXAMPLE 63, step 1) instead of 1-[4-(Methylsulfonyl)phenyl]-5-(4-bromophenyl)-3-trifluoromethyl-1H-pyrazole.